Dataset: the Open Reaction Database (ORD), a public repository of structured organic reaction records. Task: describe an organic reaction: reactants, conditions, products, and yield Starting materials: COC(=O)C#N, C1CCOC1, CC(C)[N-]C(C)C, O=C1CC2CCC(C1)C2, [Li+]. The product is COC(=O)C1C(=O)CC2CCC1C2. RXN SMILES: [C:18](#[N:19])[C:20](=[O:21])[O:22][CH3:23].[CH2:24]1[O:25][CH2:26][CH2:27][CH2:28]1.[CH:10]([N-:11][CH:12]([CH3:13])[CH3:14])([CH3:15])[CH3:16].[CH:1]12[CH2:2][C:3](=[O:9])[CH2:4][CH:5]([CH2:6][CH2:7]1)[CH2:8]2.[Li+:17]>>[CH:1]12[CH2:2][C:3](=[O:9])[CH:4]([C:20](=[O:21])[O:22][CH3:23])[CH:5]([CH2:6][CH2:7]1)[CH2:8]2. Reactants: C(C)(C)(C)C1=C(C(=CC(=C1)SCC1=CC=C(C=C1)C#N)C(C)(C)C)O (2,6-di-t-butyl-4-[(4-cyanophenyl)methylthio]phenol), [N-]=[N+]=[N-].[Na+] (sodium azide), [Cl-].[NH4+] (ammonium chloride), [Cl-].[Li+] (lithium chloride). Solvent: CN(C=O)C (N,N-dimethylformamide). Run at temperature 115 celsius. Product: C(C)(C)(C)C=1C=C(C=C(C1)C(C)(C)C)SCC1=CC=C(C=C1)C1=NN=NN1 (5-{4-[(3,5-di-t-butylphenylthio)methyl]phenyl}tetrazole). Yield: 22.0%. Reaction SMILES: [C:1]([C:5]1[CH:10]=[C:9]([S:11][CH2:12][C:13]2[CH:18]=[CH:17][C:16]([C:19]#[N:20])=[CH:15][CH:14]=2)[CH:8]=[C:7]([C:21]([CH3:24])([CH3:23])[CH3:22])[C:6]=1O)([CH3:4])([CH3:3])[CH3:2].[N-:26]=[N+:27]=[N-:28].[Na+].[Cl-].[NH4+].[Cl-].[Li+]>CN(C)C=O>[C:1]([C:5]1[CH:10]=[C:9]([S:11][CH2:12][C:13]2[CH:18]=[CH:17][C:16]([C:19]3[NH:28][N:27]=[N:26][N:20]=3)=[CH:15][CH:14]=2)[CH:8]=[C:7]([C:21]([CH3:24])([CH3:23])[CH3:22])[CH:6]=1)([CH3:4])([CH3:3])[CH3:2] |f:1.2,3.4,5.6|. Reported procedure: A mixture of 2.0g (0.011 mole) of 2,6-di-t-butyl-4-[(4-cyanophenyl)methylthio]phenol, 1.1 g (0.034 mole) of sodium azide, 0.6 g (0.034 mole) of ammonium chloride, 0.24 g (0.011 mole) of lithium chloride and 20 ml of N,N-dimethylformamide was heated at 115° C. in a stoppered flask for 120 hours. The N,N-dimethylformamide was evaporated and the residual material partitioned between water and chloroform. The chloroform layer was dried with magnesium sulfate, and was then evaporated to give the crud... Reactants: C(=O)(OCC)C1OC2=C(C(=CC=C2C(C1)=O)OCCCCCOC1=C(C(=C(C=C1)C(C)=O)O)CCC)CCC (2-carboethoxy-7-[5-(2-n-propyl-3-hydroxy-4-acetylphenoxy)pentoxy]-8-n-propylchroman-4-one), [OH-].[Na+] (sodium hydroxide). The solvent is C(C)O.O1CCCC1 (ethanol tetrahydrofuran). Conditions: temperature 5 celsius, time 8 hour. The product is C(CC)C1=C(OCCCCCOC2=CC=C3C(CC(OC3=C2CCC)C(=O)O)=O)C=CC(=C1O)C(C)=O (7-[5-(2-n-propyl-3-hydroxy-4-acetylphenoxy)pentoxy]-8-n-propylchroman-4-one-2-carboxylic acid). The yield is 92.9%. RXN SMILES: [C:1]([CH:6]1[CH2:15][C:14](=[O:16])[C:13]2[C:8](=[C:9]([CH2:37][CH2:38][CH3:39])[C:10]([O:17][CH2:18][CH2:19][CH2:20][CH2:21][CH2:22][O:23][C:24]3[CH:29]=[CH:28][C:27]([C:30](=[O:32])[CH3:31])=[C:26]([OH:33])[C:25]=3[CH2:34][CH2:35][CH3:36])=[CH:11][CH:12]=2)[O:7]1)([O:3]CC)=[O:2].[OH-].[Na+]>C(O)C.O1CCCC1>[CH2:34]([C:25]1[C:26]([OH:33])=[C:27]([C:30](=[O:32])[CH3:31])[CH:28]=[CH:29][C:24]=1[O:23][CH2:22][CH2:21][CH2:20][CH2:19][CH2:18][O:17][C:10]1[C:9]([CH2:37][CH2:38][CH3:39])=[C:8]2[C:13]([C:14](=[O:16])[CH2:15][CH:6]([C:1]([OH:3])=[O:2])[O:7]2)=[CH:12][CH:11]=1)[CH2:35][CH3:36] |f:1.2,3.4|. Procedure: 1.35 g (2.5 mmole) of the compound of Example 3 was dissolved in 50 ml of 50% ethanol-tetrahydrofuran in a 250 ml single neck round bottom flask equipped with a magnetic stirring bar. The contents of the flask were cooled to 5° C. in an ice bath and 25 ml of 0.2N sodium hydroxide solution was added. The reaction mixture was stirred at room temperature for eight hours. Most of the solvent was removed by rotoevaporation, 50 ml of water was added and the aqueous mixture acidified with dilute hydroc... Starting materials: BrB(Br)Br, CCOC(=O)Cc1c(Cl)ccc2cc(OC)ccc12, CCCC[N+](CCCC)(CCCC)CCCC, ClCCl, [I-]. Product: CCOC(=O)Cc1c(Cl)ccc2cc(O)ccc12. RXN SMILES: [B:20]([Br:21])([Br:22])[Br:23].[CH2:1]([CH3:2])[O:3][C:4]([CH2:5][c:6]1[c:7]([Cl:18])[cH:8][cH:9][c:10]2[cH:11][c:12]([O:16][CH3:17])[cH:13][cH:14][c:15]12)=[O:19].[CH2:25]([N+:26]([CH2:27][CH2:28][CH2:29][CH3:30])([CH2:31][CH2:32][CH2:33][CH3:34])[CH2:35][CH2:36][CH2:37][CH3:38])[CH2:39][CH2:40][CH3:41].[Cl:42][CH2:43][Cl:44].[I-:24]>>[CH2:1]([CH3:2])[O:3][C:4]([CH2:5][c:6]1[c:7]([Cl:18])[cH:8][cH:9][c:10]2[cH:11][c:12]([OH:16])[cH:13][cH:14][c:15]12)=[O:19]. Starting materials: C(C)(C)(C)OC(NC(C(=O)C1=CC=C(C=C1)I)C1=CC(=C(C=C1)Cl)Cl)=O (rac-[1-(3,4-dichloro-phenyl)-2-(4-iodo-phenyl)-2-oxo-ethyl]-carbamic acid tert-butyl ester), FC1=C(C=C(C=C1)OC(C)C)B(O)O (2-fluoro-5-isopropoxyphenylboronic acid). Product: C(C)(C)(C)OC(NC(C(=O)C1=CC=C(C=C1)C1=C(C=CC(=C1)OC(C)C)F)C1=CC(=C(C=C1)Cl)Cl)=O (rac-[1-(3,4-Dichloro-phenyl)-2-(2′-fluoro-5′-isopropoxy-biphenyl-4-yl)-2-oxo-ethyl]-carbamic acid tert-butyl ester). RXN SMILES: [C:1]([O:5][C:6](=[O:26])[NH:7][CH:8]([C:18]1[CH:23]=[CH:22][C:21]([Cl:24])=[C:20]([Cl:25])[CH:19]=1)[C:9]([C:11]1[CH:16]=[CH:15][C:14](I)=[CH:13][CH:12]=1)=[O:10])([CH3:4])([CH3:3])[CH3:2].[F:27][C:28]1[CH:33]=[CH:32][C:31]([O:34][CH:35]([CH3:37])[CH3:36])=[CH:30][C:29]=1B(O)O>>[C:1]([O:5][C:6](=[O:26])[NH:7][CH:8]([C:18]1[CH:23]=[CH:22][C:21]([Cl:24])=[C:20]([Cl:25])[CH:19]=1)[C:9]([C:11]1[CH:16]=[CH:15][C:14]([C:33]2[CH:32]=[C:31]([O:34][CH:35]([CH3:36])[CH3:37])[CH:30]=[CH:29][C:28]=2[F:27])=[CH:13][CH:12]=1)=[O:10])([CH3:4])([CH3:3])[CH3:2]. Procedure details: The title compound was prepared from rac-[1-(3,4-dichloro-phenyl)-2-(4-iodo-phenyl)-2-oxo-ethyl]-carbamic acid tert-butyl ester and 2-fluoro-5-isopropoxyphenylboronic acid in analogy to Example 2b): MS (ISP): 532.1 and 534.1 (M+H)+, 432.2 and 434.1 ((M-Boc)+H)+. Reactants: [Br-], C1CCOC1, C#CCCNC(=O)NCCCl, CCCC[N+](CCCC)(CCCC)CCCC, CCOC(C)=O, [K+], [OH-]. Product: C#CCCN1CCNC1=O. As a reaction SMILES: [Br-:19].[CH2:14]1[O:15][CH2:16][CH2:17][CH2:18]1.[CH2:1]([CH2:2][C:3]#[CH:4])[NH:5][C:6](=[O:7])[NH:8][CH2:9][CH2:10][Cl:11].[CH3:20][CH2:21][CH2:22][CH2:23][N+:24]([CH2:25][CH2:26][CH2:27][CH3:28])([CH2:29][CH2:30][CH2:31][CH3:32])[CH2:33][CH2:34][CH2:35][CH3:36].[CH3:37][CH2:38][O:39][C:40]([CH3:41])=[O:42].[K+:13].[OH-:12]>>[CH2:1]([CH2:2][C:3]#[CH:4])[N:5]1[C:6](=[O:7])[NH:8][CH2:9][CH2:10]1. Product: ClC1=CC=C(C=N1)CN(C1=CC(OC1)=O)CC(F)F (4-[[(6-chloropyridin-3-yl)methyl](2,2-difluoroethyl)amino]furan-2(5H)-one). Yield: 85.9%. The solvent is C(CCC)#N (butyronitrile). Reported procedure: 3.9 g of potassium hydrogen sulphate are added at room temperature to a suspension of 4.1 g of 4-(dimethylamino)furan-2(5H)-one and 5 g of N-[(6-chloropyridin-3-yl)methyl]-2,2-difluoroethylamine in 50 ml of butyronitrile. The mixture is refluxed for 8 h. Thereafter, cooling at room temperature and washing twice with 50 ml of water are effected. The solvent is removed in vacuo. 6 g of 4-[[(6-chloropyridin-3-yl)methyl](2,2-difluoroethyl)amino]furan-2(5H)-one are obtained with a purity of 92% (82% ... Reaction SMILES: S([O-])(O)(=O)=O.[K+].CN(C)[C:9]1[CH2:13][O:12][C:11](=[O:14])[CH:10]=1.[Cl:16][C:17]1[N:22]=[CH:21][C:20]([CH2:23][NH:24][CH2:25][CH:26]([F:28])[F:27])=[CH:19][CH:18]=1>C(#N)CCC>[Cl:16][C:17]1[N:22]=[CH:21][C:20]([CH2:23][N:24]([CH2:25][CH:26]([F:28])[F:27])[C:9]2[CH2:13][O:12][C:11](=[O:14])[CH:10]=2)=[CH:19][CH:18]=1 |f:0.1|. Reactants: S(=O)(=O)(O)[O-].[K+] (potassium hydrogen sulphate), CN(C1=CC(OC1)=O)C (4-(dimethylamino)furan-2(5H)-one), ClC1=CC=C(C=N1)CNCC(F)F (N-[(6-chloropyridin-3-yl)methyl]-2,2-difluoroethylamine).